describe an organic reaction: reactants, conditions, products, and yield From a dataset of the Open Reaction Database (ORD), a public repository of structured organic reaction records. Reactants: CCCCCC (hexane), BrC1=CC=C(C=C1)\C=C\[N+](=O)[O-] (trans-1-bromo-4-(2-nitrovinyl)benzene), C(C(C)C)=O (isobutyraldehyde), CC(C)O (2-propanol). Run in C(Cl)(Cl)Cl (CHCl3). Product: BrC1=CC=C(C=C1)[C@@H](C(C=O)(C)C)C[N+](=O)[O-] ((S)-3-(4-bromophenyl)-2,2-dimethyl-4-nitrobutanal). As a reaction SMILES: [Br:1][C:2]1[CH:7]=[CH:6][C:5](/[CH:8]=[CH:9]/[N+:10]([O-:12])=[O:11])=[CH:4][CH:3]=1.[CH:13](=[O:17])[CH:14]([CH3:16])[CH3:15].CC(O)C.CCCCCC>C(Cl)(Cl)Cl>[Br:1][C:2]1[CH:3]=[CH:4][C:5]([C@H:8]([CH2:9][N+:10]([O-:12])=[O:11])[C:14]([CH3:16])([CH3:15])[CH:13]=[O:17])=[CH:6][CH:7]=1. Procedure details: The title compound was prepared from trans-1-bromo-4-(2-nitrovinyl)benzene and isobutyraldehyde according to general procedure. The enantiomeric excess was determined by HPLC with Chiralpak AD-H column at 210 nm (2-propanol:hexane=10:90), 1 mL/min; tmajor=11.5 min, tminor=9.3 min, [α]D20=−2.4 (c=2.9, CHCl3);